From a dataset of the Open Reaction Database (ORD), a public repository of structured organic reaction records. describe an organic reaction: reactants, conditions, products, and yield The reactants are [F-].C(CCC)[N+](CCCC)(CCCC)CCCC (tetrabutylammonium fluoride), ice water, ice water, O(C1=CC=CC=C1)P(OC1=C(N2C(C(C2C1C)[C@@H](C)O[Si](C)(C)C)=O)C(=O)[O-])OC1=CC=CC=C1 ((diphenoxyphosphino)oxy-4-methyl-7-oxo-6-{(1R)-1-[(trimethylsilyl)oxy]ethyl}-1-azabicyclo[3.2.0]hept-2-ene-2-carboxylate), C(C)#N (acetonitrile), C[Si]([N-][Si](C)(C)C)(C)C.[Li+] (lithium hexamethyldisilazide), [Si](C)(C)(C(C)(C)C)OC[C@@H]1N(CC=C(C1)C=1N=C(SC1)S)C(=O)OCC=C (allyl (2R)-2-({[tert-butyl(dimethyl)silyl]oxy}methyl)-4-(2-mercapto-1,3-thiazol-4-yl)-3,6-dihydro-1(2 H)-pyridinecarboxylate). The solvent is C1CCOC1 (THF), C(C)(=O)O (acetic acid), C1CCOC1 (THF), C1CCOC1 (THF). Reaction conditions: time 10 minute. The product is C(C=C)OC(=O)N1[C@H](CC(=CC1)C=1N=C(SC1)SC1=C(N2C([C@@H]([C@H]2[C@H]1C)[C@@H](C)O)=O)C(=O)OCC=C)CO (allyl (4R,5S,6S)-3-({4-[(2R)-1-[(allyloxy)carbonyl]-2-(hydroxymethyl)-1,2,3,6-tetrahydro-4-pyridinyl]-1,3-thiazol-2-yl}sulfanyl)-6-[(1R)-1-hydroxyethyl]-4-methyl-7-oxo-1-azabicyclo[3.2.0]hept-2-ene-2-carboxylate). Isolated yield 68.0%. RXN SMILES: C[Si](C)(C)[N-][Si](C)(C)C.[Li+].[Si]([O:18][CH2:19][C@H:20]1[CH2:25][C:24]([C:26]2[N:27]=[C:28]([SH:31])[S:29][CH:30]=2)=[CH:23][CH2:22][N:21]1[C:32]([O:34][CH2:35][CH:36]=[CH2:37])=[O:33])(C(C)(C)C)(C)C.O(P(OC1C=CC=CC=1)O[C:47]1[CH:53]([CH3:54])[CH:52]2[N:49]([C:50](=[O:62])[CH:51]2[C@H:55]([O:57][Si](C)(C)C)[CH3:56])[C:48]=1[C:63]([O-:65])=[O:64])C1C=CC=CC=1.C(#N)C.[F-].[CH2:77]([N+](CCCC)(CCCC)CCCC)[CH2:78][CH2:79]C>C1COCC1.C(O)(=O)C>[CH2:35]([O:34][C:32]([N:21]1[CH2:22][CH:23]=[C:24]([C:26]2[N:27]=[C:28]([S:31][C:47]3[C@H:53]([CH3:54])[C@H:52]4[N:49]([C:50](=[O:62])[C@@H:51]4[C@H:55]([OH:57])[CH3:56])[C:48]=3[C:63]([O:65][CH2:79][CH:78]=[CH2:77])=[O:64])[S:29][CH:30]=2)[CH2:25][C@@H:20]1[CH2:19][OH:18])=[O:33])[CH:36]=[CH2:37] |f:0.1,5.6|. Procedure: A solution of lithium hexamethyldisilazide in THF (1M, 0.29 ml, 0.29 mmol) was added at 0–5° C. to a solution of allyl (2R)-2-({[tert-butyl(dimethyl)silyl]oxy}methyl)-4-(2-mercapto-1,3-thiazol-4-yl)-3,6-dihydro-1(2 H)-pyridinecarboxylate (122 mg, 0.29 mmol) in THF (4.3 ml) and the mixture was stirred for 10 minutes. To the reaction solution was added at 0° C. a solution of allyl (4R,5R,6S)-3-[(diphenoxyphosphino)oxy-4-methyl-7-oxo-6-{(1R)-1-[(trimethylsilyl)oxy]ethyl}-1-azabicyclo[3.2.0]hept-2-e... The reactants are C(C)(=O)OC=C (vinyl acetate), OC1=CC=C(C(=O)O)C=C1 (4-hydroxybenzoic acid), C(C)(=O)[O-].[K+] (potassium acetate). The reagents and catalysts are C(C)(=O)[O-].[Pd+2].C(C)(=O)[O-] (palladium acetate). Solvent: ClCCl (dichloromethane). Yields the product OC1=CC=C(C(=O)OC=C)C=C1 (vinyl 4-hydroxybenzoate). Isolated yield 10.0%. RXN SMILES: [C:1]([O:4][CH:5]=[CH2:6])(=[O:3])[CH3:2].[OH:7][C:8]1[CH:16]=[CH:15]C(C(O)=O)=[CH:10][CH:9]=1.C([O-])(=O)C.[K+]>C([O-])(=O)C.[Pd+2].C([O-])(=O)C.ClCCl>[OH:7][C:8]1[CH:16]=[CH:15][C:2]([C:1]([O:4][CH:5]=[CH2:6])=[O:3])=[CH:10][CH:9]=1 |f:2.3,4.5.6|. Procedure details: 2000 g of dichloromethane, 24.9 g of vinyl acetate, 40.0 g of 4-hydroxybenzoic acid, 0.79 g of palladium acetate and 3.5 g of potassium acetate were charged into a separable flask of the same type as used in Reference Example 3 and subjected to reaction at 50° C. for 6 hours, while replacing the flask inside atomosphere with a nitrogen gas. After completion of the reaction, the reaction mixture was washed successively with an aqueous 0.5N sodium carbonate solution and water, and then treated in ... Starting materials: CC1(OCCO1)C1=CC=C(O1)CN1N=C(C=C1)N (1-[5-(2-methyl-[1,3]dioxolan-2-yl)-furan-2-ylmethyl]-1H-pyrazol-3-ylamine), C(C)(C)OCCC=1C=C(C=CC1)C1=C(N=CO1)C(=O)O (5-[3-(2-isopropoxy-ethyl)-phenyl]-oxazole-4-carboxylic acid). Reported procedure: Following general procedure B followed by C, starting from 1-[5-(2-methyl-[1,3]dioxolan-2-yl)-furan-2-ylmethyl]-1H-pyrazol-3-ylamine and 5-[3-(2-isopropoxy-ethyl)-phenyl]-oxazole-4-carboxylic acid. LC-MS-conditions 02: tR=1.04 min; [M+H]+=463.35. The product is C(C)(=O)C1=CC=C(O1)CN1N=C(C=C1)NC(=O)C=1N=COC1C1=CC(=CC=C1)CCOC(C)C (5-[3-(2-Isopropoxy-ethyl)-phenyl]-oxazole-4-carboxylic acid [1-(5-acetyl-furan-2-ylmethyl)-1H-pyrazol-3-yl]-amide). RXN SMILES: [CH3:1][C:2]1([C:7]2[O:11][C:10]([CH2:12][N:13]3[CH:17]=[CH:16][C:15]([NH2:18])=[N:14]3)=[CH:9][CH:8]=2)[O:6]CCO1.[CH:19]([O:22][CH2:23][CH2:24][C:25]1[CH:26]=[C:27]([C:31]2[O:35][CH:34]=[N:33][C:32]=2[C:36](O)=[O:37])[CH:28]=[CH:29][CH:30]=1)([CH3:21])[CH3:20]>>[C:2]([C:7]1[O:11][C:10]([CH2:12][N:13]2[CH:17]=[CH:16][C:15]([NH:18][C:36]([C:32]3[N:33]=[CH:34][O:35][C:31]=3[C:27]3[CH:28]=[CH:29][CH:30]=[C:25]([CH2:24][CH2:23][O:22][CH:19]([CH3:21])[CH3:20])[CH:26]=3)=[O:37])=[N:14]2)=[CH:9][CH:8]=1)(=[O:6])[CH3:1]. Starting materials: glyoxylic acid butyl ester butyl hemiacetal, NC(=O)N (urea), S(O)(O)(=O)=O (sulfuric acid), C(CCC)O (n-butanol). Run at temperature 85 celsius. Yields the product C1(C(=O)NC(=O)N1)NC(=O)N (allantoin). RXN SMILES: [NH2:1][C:2]([NH2:4])=[O:3].S(=O)(=O)(O)O.[CH2:10]([OH:14])[CH2:11]CC>>[CH:11]1([NH:1][C:2]([NH2:4])=[O:3])[NH:4][C:2](=[O:3])[NH:1][C:10]1=[O:14]. Procedure: A mixture of 30.6 g of glyoxylic acid butyl ester butyl hemiacetal (0.15 mol), 30.0 g of urea (0.5 mol), 300 g of n-butanol and 7.5 g of 8% strength butanolic sulfuric acid was heated at 85° C. for a total of 4 hours. After the reaction had ended, the suspension formed was cooled to room temperature, whereupon a colorless precipitate separated out, which was filtered off, washed with methanol and dried in vacuo at 75° C. 23.1 g, that is to say 66% of theory, of crystalline allantoin acid butyl e...